This data is from the Open Reaction Database (ORD), a public repository of structured organic reaction records. The task is: describe an organic reaction: reactants, conditions, products, and yield Reactants: [Br-], ClC(Cl)(Cl)Cl, C#CC(CC(C)(C)CCC)OC1CCCCO1, CC(C)C(C)BC(C)C(C)C. Yields the product CCCC(C)(C)CC(C=CBr)OC1CCCCO1. RXN SMILES: [Br-:29].[C:30]([Cl:31])([Cl:32])([Cl:33])[Cl:34].[CH3:1][C:2]([CH2:3][CH:4]([C:5]#[CH:6])[O:7][CH:8]1[O:9][CH2:10][CH2:11][CH2:12][CH2:13]1)([CH2:14][CH2:15][CH3:16])[CH3:17].[CH:18]([BH:19][CH:20]([CH:21]([CH3:22])[CH3:23])[CH3:24])([CH:25]([CH3:26])[CH3:27])[CH3:28]>>[CH3:1][C:2]([CH2:3][CH:4]([CH:5]=[CH:6][Br:29])[O:7][CH:8]1[O:9][CH2:10][CH2:11][CH2:12][CH2:13]1)([CH2:14][CH2:15][CH3:16])[CH3:17].